From a dataset of the Open Reaction Database (ORD), a public repository of structured organic reaction records. describe an organic reaction: reactants, conditions, products, and yield Reactants: p-SiMe3, compound 2, N1CCNCC1 (piperazine), C[Si](C=1C=C(N)C=CC1)(C)C (m-Trimethylsilyl Aniline), ClC1=NC=CC=C1C(F)(F)F (2-chloro-3-(trifluoromethyl)pyridine), compound 3. Yields the product FC(C=1C(=NC=CC1)N1CCNCC1)(F)F (1-(3-(trifluoromethyl)-2-pyridyl)piperazine). The yield is 90.1%. As a reaction SMILES: C[Si](C)(C)C1C=C(C=CC=1)N.Cl[C:13]1[C:18]([C:19]([F:22])([F:21])[F:20])=[CH:17][CH:16]=[CH:15][N:14]=1.[NH:23]1[CH2:28][CH2:27][NH:26][CH2:25][CH2:24]1>>[F:20][C:19]([F:22])([F:21])[C:18]1[C:13]([N:23]2[CH2:28][CH2:27][NH:26][CH2:25][CH2:24]2)=[N:14][CH:15]=[CH:16][CH:17]=1. Procedure: Compound A-07 can be synthesized according to method 1. Just of Scheme 1, R1 is —CF3; R2 is —H; R3 is p-SiMe3. More specifically, compound 1 is 2-chloro-3-(trifluoromethyl)pyridine (2 g); compound 2 is piperazine; the synthesized compound 3 is 1-(3-(trifluoromethyl)-2-pyridyl)piperazine (2.3 g, yield about 90.1%). The reactants are C(CCC)C=1N(C=C(N1)C1=CC=C(C=C1)OC[C@H]1OC1)C1=CC=C(C=C1)OC1=CC=C(C=C1)Cl (2-butyl-1-[4-(4-chloro-phenoxy)-phenyl]-4-[4-((S)-1-oxiranylmethoxy)-phenyl]-1H-imidazole), C(CCC)C=1N(C=C(N1)C1=CC=C(C=C1)OC[C@H]1OC1)C1=CC=C(C=C1)OC1=CC=C(C=C1)Cl (2-butyl-1-[4-(4-chloro-phenoxy)-phenyl]-4-[4-((S)-1-oxiranylmethoxy)-phenyl]-1H-imidazole). Run in C(C)NCC (diethylamine), C1CCOC1 (THF). Yields the product C(CCC)C=1N(C=C(N1)C1=CC=C(OC[C@H](CN(CC)CC)O)C=C1)C1=CC=C(C=C1)OC1=CC=C(C=C1)Cl ((S)-1-(4-{2-butyl-1-[4-(4-chloro-phenoxy)-phenyl]-1H-imidazol-4-yl}-phenoxy)-3-diethylamino-propan-2-ol). As a reaction SMILES: [CH2:1]([C:5]1[N:6]([C:21]2[CH:26]=[CH:25][C:24]([O:27][C:28]3[CH:33]=[CH:32][C:31]([Cl:34])=[CH:30][CH:29]=3)=[CH:23][CH:22]=2)[CH:7]=[C:8]([C:10]2[CH:15]=[CH:14][C:13]([O:16][CH2:17][C@@H:18]3[CH2:20][O:19]3)=[CH:12][CH:11]=2)[N:9]=1)[CH2:2][CH2:3][CH3:4]>C(NCC)C.C1COCC1>[CH2:1]([C:5]1[N:6]([C:21]2[CH:26]=[CH:25][C:24]([O:27][C:28]3[CH:29]=[CH:30][C:31]([Cl:34])=[CH:32][CH:33]=3)=[CH:23][CH:22]=2)[CH:7]=[C:8]([C:10]2[CH:15]=[CH:14][C:13]([O:16][CH2:17][C@@H:18]([OH:19])[CH2:20][N:6]([CH2:7][CH3:8])[CH2:5][CH3:1])=[CH:12][CH:11]=2)[N:9]=1)[CH2:2][CH2:3][CH3:4]. Procedure: A solution of 2-butyl-1-[4-(4-chloro-phenoxy)-phenyl]-4-[4-((S)-1-oxiranylmethoxy)-phenyl]-1H-imidazole (from intermediate A3) in 1 mL of diethylamine and 2 mL of THF was stirred at 76° C. for 1 h in a microwave reactor. Upon completion (determined by LC/MS), the reaction was evaporated in vacuo and purified by silica gel flash column chromatography using a gradient of EtOAc to 96% EtOAc/(2M NH3/MeOH) as an eluent to afford (S)-1-(4-{2-butyl-1-[4-(4-chloro-phenoxy)-phenyl]-1H-imidazol-4-yl}-phen... The reactants are O=C(O)CCCCCSCC(=O)O, CO, CC#N, O. Product: O=C(O)CCCCCS(=O)CC(=O)O. As a reaction SMILES: [C:1](=[O:2])([OH:3])[CH2:4][S:5][CH2:6][CH2:7][CH2:8][CH2:9][CH2:10][C:11](=[O:12])[OH:13].[CH3:14][OH:15].[CH3:17][C:18]#[N:19].[OH2:16]>>[C:1](=[O:2])([OH:3])[CH2:4][S:5]([CH2:6][CH2:7][CH2:8][CH2:9][CH2:10][C:11](=[O:12])[OH:13])=[O:15]. The reactants are C(C)(C)(C)OC(NC1=C(C=C(C(=C1)C)Cl)NC(CC(=O)C1=CC(=CC=C1)C1=NC(=CN=C1)C)=O)=O ((4-chloro-5-methyl-2-{3-[3-(6-methyl-pyrazin-2-yl)-phenyl]-3-oxo-propionylamino}-phenyl)-carbamic acid tert-butyl ester), C(=O)(C(F)(F)F)O (TFA). Solvent: C(Cl)Cl (CH2Cl2). Product: ClC=1C(=CC2=C(NC(CC(=N2)C2=CC(=CC=C2)C2=NC(=CN=C2)C)=O)C1)C (8-Chloro-7-methyl-4-[3-(6-methyl-pyrazin-2-yl)-phenyl]-1,3-dihydro-benzo[b][1,4]diazepin-2-one), solid. Isolated yield 77.0%. Reaction SMILES: C(OC(=O)[NH:7][C:8]1[CH:13]=[C:12]([CH3:14])[C:11]([Cl:15])=[CH:10][C:9]=1[NH:16][C:17](=[O:34])[CH2:18][C:19]([C:21]1[CH:26]=[CH:25][CH:24]=[C:23]([C:27]2[CH:32]=[N:31][CH:30]=[C:29]([CH3:33])[N:28]=2)[CH:22]=1)=O)(C)(C)C.C(O)(C(F)(F)F)=O>C(Cl)Cl>[Cl:15][C:11]1[C:12]([CH3:14])=[CH:13][C:8]2[N:7]=[C:19]([C:21]3[CH:26]=[CH:25][CH:24]=[C:23]([C:27]4[CH:32]=[N:31][CH:30]=[C:29]([CH3:33])[N:28]=4)[CH:22]=3)[CH2:18][C:17](=[O:34])[NH:16][C:9]=2[CH:10]=1. Procedure details: The title compound was prepared from (4-chloro-5-methyl-2-{3-[3-(6-methyl-pyrazin-2-yl)-phenyl]-3-oxo-propionylamino}-phenyl)-carbamic acid tert-butyl ester (Example M116) (0.46 g, 0.93 mmol) by treatment with TFA in CH2Cl2 according to the general procedure N. Obtained as a light brown solid (270 mg, 77%). The reactants are [N+](=O)([O-])C=1C=CC=CC1 (3-nitrobenzene), [N+](=O)([O-])C=1C=CC=C(C1C(=O)O)N (6-nitro-anthranilic acid), 1,4-diene, C(C)(C)C1C=CC=C1 (5-isopropyl-cyclopentadiene). Yields the product [N+](=O)([O-])C1=CC2=C(C3=CC=C2C3)C=C1 (5-nitro-benzonorbornadiene). RXN SMILES: [N+:1]([C:4]1[CH:5]=[CH:6][CH:7]=[CH:8][CH:9]=1)([O-:3])=[O:2].[N+](C1C=[CH:15][CH:16]=[C:17](N)[C:18]=1[C:19](O)=O)([O-])=O.C(C1C=CC=C1)(C)C>>[N+:1]([C:4]1[CH:9]=[CH:8][C:7]2[C:18]3[CH2:19][C:15]([C:6]=2[CH:5]=1)=[CH:16][CH:17]=3)([O-:3])=[O:2]. Reported procedure: In the synthesis shown in Scheme 1, a 3-nitrobenzene, generated from a 6-nitro-anthranilic acid (A), is reacted with a cyclic 1,4-diene (B), such as 5-isopropyl-cyclopentadiene, to form a 5-nitro-benzonorbornadiene (C) in a Diels-Alder reaction. Under standard catalytic reduction conditions (for example, using Raney nickel or palladium on carbon in a solvent such as methanol), both the 5-nitro group and the 2,3-double bond of the 5-nitro-benzonorbornadiene (C) are reduced to form the 5-amino-ben... Starting materials: OCCS[C@@H]1CC2=CC[C@H]3[C@@H]4CCC([C@@]4(C)CC[C@@H]3[C@]2(CC1)C)=O (3β-(2-hydroxyethylthio)-androst-5-en-17-one), N1C=NC=C1 (imidazole), [Si](C)(C)(C(C)(C)C)Cl (t-butyldimethylsilyl chloride), O (water). Isolated yield 90.4%. The product is [Si](C)(C)(C(C)(C)C)OCCS[C@@H]1CC2=CC[C@H]3[C@@H]4CCC([C@@]4(C)CC[C@@H]3[C@]2(CC1)C)=O (3β-(2-tert-butyldimethylsilyloxyethythio)-androst-5-en-17-one). Reaction SMILES: [OH:1][CH2:2][CH2:3][S:4][C@H:5]1[CH2:22][CH2:21][C@@:20]2([CH3:23])[C:7](=[CH:8][CH2:9][C@@H:10]3[C@@H:19]2[CH2:18][CH2:17][C@@:15]2([CH3:16])[C@H:11]3[CH2:12][CH2:13][C:14]2=[O:24])[CH2:6]1.N1C=CN=C1.[Si:30](Cl)([C:33]([CH3:36])([CH3:35])[CH3:34])([CH3:32])[CH3:31].O>CN(C)C=O>[Si:30]([O:1][CH2:2][CH2:3][S:4][C@H:5]1[CH2:22][CH2:21][C@@:20]2([CH3:23])[C:7](=[CH:8][CH2:9][C@@H:10]3[C@@H:19]2[CH2:18][CH2:17][C@@:15]2([CH3:16])[C@H:11]3[CH2:12][CH2:13][C:14]2=[O:24])[CH2:6]1)([C:33]([CH3:36])([CH3:35])[CH3:34])([CH3:32])[CH3:31]. Procedure details: To a solution of 1.0 g of 3β-(2-hydroxyethylthio)-androst-5-en-17-one in 20 ml of dimethylformamide, 1.7 g of imidazole and 2.0 g of t-butyldimethylsilyl chloride were added at 0° C. After 12 hrs the mixture was poured into water and extracted with ethyl acetate. The organic layer was dried over sodium sulfate and evaporated to dryness under reduced pressure to give 1.2 g of crude 3β-(2-tert-butyldimethylsilyloxyethythio)-androst-5-en-17-one. Run in CN(C=O)C (dimethylformamide). The reactants are solid, BrC1=CC(=CC=2C(=C3N(C12)CCNC3=O)C)Cl (6-bromo-8-chloro-10-methyl-3,4-dihydro-2H-pyrazino[1,2-a]indol-1-one), BrC1=CC(=CC=2C(=C3N(C12)CCNC3=O)C)Cl (6-bromo-8-chloro-10-methyl-3,4-dihydro-2H-pyrazino[1,2-a]indol-1-one), ClC1=CC=C(C=N1)B(O)O (6-chloro-pyridin-3-ylboronic acid). Product: ClC1=CC=2C(=C3N(C2C(=C1)C=1C=NC(=CC1)Cl)CCNC3=O)C (8-Chloro-6-(6-chloro-pyridin-3-yl)-10-methyl-3,4-dihydro-2H-pyrazino[1,2-a]indol-1-one). RXN SMILES: Br[C:2]1[C:10]2[N:9]3[CH2:11][CH2:12][NH:13][C:14](=[O:15])[C:8]3=[C:7]([CH3:16])[C:6]=2[CH:5]=[C:4]([Cl:17])[CH:3]=1.[Cl:18][C:19]1[N:24]=[CH:23][C:22](B(O)O)=[CH:21][CH:20]=1>>[Cl:17][C:4]1[CH:3]=[C:2]([C:22]2[CH:23]=[N:24][C:19]([Cl:18])=[CH:20][CH:21]=2)[C:10]2[N:9]3[CH2:11][CH2:12][NH:13][C:14](=[O:15])[C:8]3=[C:7]([CH3:16])[C:6]=2[CH:5]=1. Procedure details: The title compound, light yellow solid (49 mg, 57%), MS (ISP) m/z=346.4 [(M+H)+], mp 276° C., was prepared in accordance with the general method of example 1 from 6-bromo-8-chloro-10-methyl-3,4-dihydro-2H-pyrazino[1,2-a]indol-1-one (intermediate 12) (78.4 mg, 0.25 mmol) (78.4 mg, 0.25 mmol) and commercially available 6-chloro-pyridin-3-ylboronic acid (51.1 mg, 0.325 mmol). The reactants are C1=CC=C(C=C1)P(C2=CC=CC=C2)C3=CC=CC=C3 (PPh3), C(=O)([O-])[O-].[Na+].[Na+] (Na2CO3), BrC1=CC=C(C=N1)B(O)O (6-Bromopyridine-3-boronic acid), BrC1=CC=C(C=N1)B(O)O (6-Bromopyridine-3-boronic acid), COC(=O)C=1[C@H]2CC[C@@H](CC1OS(=O)(=O)C(F)(F)F)N2C(=O)OC(C)(C)C ((rac.)-(1R*,5S*)-3-Trifluoromethanesulfonyloxy-8-aza-bicyclo[3.2.1]oct-2-ene-2,8-dicarboxylic Acid 8-tert-butyl Ester 2-methyl Ester), C(=O)([O-])[O-].[Na+].[Na+] (Na2CO3), C1=CC=C(C=C1)P(C2=CC=CC=C2)C3=CC=CC=C3 (PPh3). Procedure details: 6-Bromopyridine-3-boronic acid (5.00 g, 24.8 mmol), Pd(OAc)2 (278 mg, 1.24 mmol) and PPh3 (650 mg, 2.48 mmol) were suspended in EtOH (67 mL). A sol. of Na2CO3 (3.15 g, 29.7 mmol) in water (25.3 mL) was added. A sol. of compound A1 (10.3 g, 24.8 mmol) in THF (25 mL) was added, and the mixture was heated to reflux for 4 h. 6-Bromopyridine-3-boronic acid (5.00 g, 24.8 mmol) was added again, and 1 h later Pd(OAc)2 (278 mg, 1.24 mmol) and PPh3 (650 mg, 2.48 mmol) and Na2CO3 (3.15 g, 29.7 mmol) were a... As a reaction SMILES: [Br:1][C:2]1[N:7]=[CH:6][C:5](B(O)O)=[CH:4][CH:3]=1.C1C=CC(P(C2C=CC=CC=2)C2C=CC=CC=2)=CC=1.C([O-])([O-])=O.[Na+].[Na+].[CH3:36][O:37][C:38]([C:40]1[C@@H:41]2[N:55]([C:56]([O:58][C:59]([CH3:62])([CH3:61])[CH3:60])=[O:57])[C@H:44]([CH2:45][C:46]=1OS(C(F)(F)F)(=O)=O)[CH2:43][CH2:42]2)=[O:39]>CCO.O.C1COCC1.CC([O-])=O.CC([O-])=O.[Pd+2]>[CH3:36][O:37][C:38]([C:40]1[C@@H:41]2[N:55]([C:56]([O:58][C:59]([CH3:62])([CH3:61])[CH3:60])=[O:57])[C@H:44]([CH2:45][C:46]=1[C:5]1[CH:6]=[N:7][C:2]([Br:1])=[CH:3][CH:4]=1)[CH2:43][CH2:42]2)=[O:39] |f:2.3.4,9.10.11|. Product: COC(=O)C=1[C@H]2CC[C@@H](CC1C=1C=NC(=CC1)Br)N2C(=O)OC(C)(C)C ((rac.)-(1R*,5S*)-3-(6-Bromo-pyridin-3-yl)-8-aza-bicyclo[3.2.1]oct-2-ene-2,8-dicarboxylic Acid 8-tert-butyl Ester 2-methyl Ester). Yield: 40.4%. Run in C1CCOC1 (THF), CCO (EtOH), O (water). The reagents and catalysts are CC(=O)[O-].CC(=O)[O-].[Pd+2] (Pd(OAc)2), CC(=O)[O-].CC(=O)[O-].[Pd+2] (Pd(OAc)2). Reactants: S1C=NC2=C1C=C(C=C2)N2C(NC(C2)C)=O (3,1-benzothiazol-6-yl-4-methyl-imidazolidin-2-one), IC=1C=NC=CC1C (3-iodo-4-methyl-pyridine), CNC1C(CCCC1)NC (N,N′-dimethyl-cyclohexane-1,2-diamine), P(=O)([O-])([O-])[O-].[K+].[K+].[K+] (potassium phosphate). The reagents and catalysts are [Cu](I)I (copper iodide). The solvent is C(Cl)(Cl)Cl (chloroform), CO (MeOH), O1CCOCC1 (1,4-dioxane). Yields the product S1C=NC2=C1C=C(C=C2)N2C(N(C(C2)C)C=2C=NC=CC2C)=O (1-Benzothiazol-6-yl-4-methyl-3-(4-methyl-pyridin-3-yl)-imidazolidin-2-one). Yield: 16.3%. Reaction SMILES: [S:1]1[C:5]2[CH:6]=[C:7]([N:10]3[CH2:14][CH:13]([CH3:15])[NH:12][C:11]3=[O:16])[CH:8]=[CH:9][C:4]=2[N:3]=[CH:2]1.I[C:18]1[CH:19]=[N:20][CH:21]=[CH:22][C:23]=1[CH3:24].CNC1CCCCC1NC.P([O-])([O-])([O-])=O.[K+].[K+].[K+]>C(Cl)(Cl)Cl.[Cu](I)I.CO.O1CCOCC1>[S:1]1[C:5]2[CH:6]=[C:7]([N:10]3[CH2:14][CH:13]([CH3:15])[N:12]([C:18]4[CH:19]=[N:20][CH:21]=[CH:22][C:23]=4[CH3:24])[C:11]3=[O:16])[CH:8]=[CH:9][C:4]=2[N:3]=[CH:2]1 |f:3.4.5.6|. Procedure details: Using the same reaction conditions and work up as described in Example 1, step-3,1-benzothiazol-6-yl-4-methyl-imidazolidin-2-one (I-167b: 150 mg, 0.643 mmol) was refluxed with 3-iodo-4-methyl-pyridine (155 mg, 0.708 mmol), copper iodide (12.21 mg, 0.0643 mmol), N,N′-dimethyl-cyclohexane-1,2-diamine (27.39 mg, 0.192 mmol), potassium phosphate (341.5 mg, 1.607 mmol) and 1,4-dioxane (5 mL) at 120° C. for 12 hours to afford the crude product. The reaction was monitored by TLC (10% MeOH in chloroform...